From a dataset of the Open Reaction Database (ORD), a public repository of structured organic reaction records. describe an organic reaction: reactants, conditions, products, and yield RXN SMILES: [CH2:1]1[C@@H:6]([NH:7][C:8]([C@@H:10]([OH:14])[CH2:11][CH2:12][NH2:13])=[O:9])[C@H:5]([O:15][C@H:16]2[O:21][C@H:20]([CH2:22][OH:23])[C@@H:19]([OH:24])[C@H:18]([NH2:25])[C@H:17]2[OH:26])[C@@H:4]([OH:27])[C@H:3]([O:28][C@H:29]2[O:34][C@H:33]([CH2:35][NH2:36])[C@@H:32]([OH:37])[C@H:31]([OH:38])[C@H:30]2[OH:39])[C@H:2]1[NH2:40].OS(O)(=O)=O.C1[C@H](N)[C@@H](O[C@H]2O[C@H](CN)[C@@H](O)[C@H](O)[C@H]2O)[C@H](O)[C@@H](O[C@H]2O[C@H](CO)[C@@H](O)[C@H](N)[C@H]2O)[C@@H]1N>O>[CH2:1]1[C@@H:6]([NH:7][C:8]([C@@H:10]([OH:14])[CH2:11][CH2:12][NH2:13])=[O:9])[C@H:5]([O:15][C@H:16]2[O:21][C@H:20]([CH2:22][OH:23])[C@@H:19]([OH:24])[C@H:18]([NH2:25])[C@H:17]2[OH:26])[C@@H:4]([OH:27])[C@H:3]([O:28][C@H:29]2[O:34][C@H:33]([CH2:35][NH2:36])[C@@H:32]([OH:37])[C@H:31]([OH:38])[C@H:30]2[OH:39])[C@H:2]1[NH2:40] |f:0.1|. The solvent is O (water). Product: C1[C@@H]([C@H]([C@@H]([C@H]([C@@H]1NC(=O)[C@H](CCN)O)O[C@@H]2[C@@H]([C@H]([C@@H]([C@H](O2)CO)O)N)O)O)O[C@@H]3[C@@H]([C@H]([C@@H]([C@H](O3)CN)O)O)O)N (Amikacin). Reported procedure: Amikacin sulfate is a water-soluble, broad spectrum, semisynthetic aminoglycoside antibiotic derived from kanamycin, which is obtained from Streptomyces kanamyceticus. In normal adults, average peak serum concentrations of about 12, 16 and 21 μg/ml are obtained about 1 hour after intramuscular administration of 3.7 mg/kg, 5 mg/kg, and 7.5 mg/kg single doses, respectively. Normal dosage is 15 mg/kg daily, divided into 2-3 equal doses. The reactants are C1[C@@H]([C@H]([C@@H]([C@H]([C@@H]1NC(=O)[C@H](CCN)O)O[C@@H]2[C@@H]([C@H]([C@@H]([C@H](O2)CO)O)N)O)O)O[C@@H]3[C@@H]([C@H]([C@@H]([C@H](O3)CN)O)O)O)N.OS(=O)(=O)O (Amikacin sulfate), aminoglycoside, C1[C@H]([C@@H]([C@H]([C@@H]([C@H]1N)O[C@@H]2[C@@H]([C@H]([C@@H]([C@H](O2)CN)O)O)O)O)O[C@@H]3[C@@H]([C@H]([C@@H]([C@H](O3)CO)O)N)O)N (kanamycin).